From a dataset of the Open Reaction Database (ORD), a public repository of structured organic reaction records. describe an organic reaction: reactants, conditions, products, and yield Starting materials: CC(=O)Nc1nc2ccc(B3OC(C)(C)C(C)(C)O3)cc2s1, CS(C)=O, O=S(=O)(c1cccc(Cl)n1)c1ccccc1F, [Na+], [Na+], O=C([O-])[O-], C1COCCO1. Yields the product CC(=O)Nc1nc2ccc(-c3cccc(S(=O)(=O)c4ccccc4F)n3)cc2s1. RXN SMILES: [CH3:1][C:2]1([CH3:3])[C:4]([CH3:5])([CH3:6])[O:7][B:8]([c:9]2[cH:10][c:11]3[c:12]([n:13][c:14]([NH:16][C:17]([CH3:18])=[O:19])[s:15]3)[cH:20][cH:21]2)[O:22]1.[CH3:52][S:53]([CH3:54])=[O:55].[Cl:23][c:24]1[n:25][c:26]([S:30](=[O:31])(=[O:32])[c:33]2[c:34]([F:39])[cH:35][cH:36][cH:37][cH:38]2)[cH:27][cH:28][cH:29]1.[Na+:40].[Na+:41].[O-:42][C:43](=[O:44])[O-:45].[O:46]1[CH2:47][CH2:48][O:49][CH2:50][CH2:51]1>>[c:9]1(-[c:24]2[n:25][c:26]([S:30](=[O:31])(=[O:32])[c:33]3[c:34]([F:39])[cH:35][cH:36][cH:37][cH:38]3)[cH:27][cH:28][cH:29]2)[cH:10][c:11]2[c:12]([n:13][c:14]([NH:16][C:17]([CH3:18])=[O:19])[s:15]2)[cH:20][cH:21]1.